describe an organic reaction: reactants, conditions, products, and yield From a dataset of the Open Reaction Database (ORD), a public repository of structured organic reaction records. Starting materials: C(=O)([O-])[O-].[K+].[K+] (K2CO3), BrCC(=O)OC(C)(C)C (tert-butyl bromoacetate), ClC=1C=CC2=C(NC(O2)=O)C1 (5-chloro-1,3-benzoxazol-2(3H)-one). Run in CC(=O)C (acetone). The product is ClC=1C=CC2=C(N(C(O2)=O)CC(=O)OC(C)(C)C)C1 (tert-butyl (5-chloro-2-oxo-1,3-benzoxazol-3(2H)-yl)acetate). Reaction SMILES: [Cl:1][C:2]1[CH:3]=[CH:4][C:5]2[O:9][C:8](=[O:10])[NH:7][C:6]=2[CH:11]=1.C([O-])([O-])=O.[K+].[K+].Br[CH2:19][C:20]([O:22][C:23]([CH3:26])([CH3:25])[CH3:24])=[O:21]>CC(C)=O>[Cl:1][C:2]1[CH:3]=[CH:4][C:5]2[O:9][C:8](=[O:10])[N:7]([CH2:19][C:20]([O:22][C:23]([CH3:26])([CH3:25])[CH3:24])=[O:21])[C:6]=2[CH:11]=1 |f:1.2.3|. Procedure details: Under an argon atmosphere, to a mixture of 5-chloro-1,3-benzoxazol-2(3H)-one (50.0 g) and acetone (750 mL) were added K2CO3 (61.1 g) and tert-butyl bromoacetate (52.3 mL) at room temperature, followed by heating to reflux for 1.5 hours. The reaction mixture was filtered while hot, and washed with acetone. The filtrate and the washed solution were combined and concentrated under reduced pressure. The obtained solid was stirred with a mixed solvent of Hex/EtOAc (6/1) and collected by filtration, a... Starting materials: CCCCc1nc(C(=O)C(F)(F)F)c2ccccn12, CCO, [K+], [OH-]. The product is CCCCc1nc(C(=O)O)c2ccccn12. As a reaction SMILES: [CH2:1]([CH2:2][CH2:3][CH3:4])[c:5]1[n:6][c:7]([C:14]([C:15]([F:16])([F:17])[F:18])=[O:19])[c:8]2[n:9]1[cH:10][cH:11][cH:12][cH:13]2.[CH3:22][CH2:23][OH:24].[K+:21].[OH-:20]>>[CH2:1]([CH2:2][CH2:3][CH3:4])[c:5]1[n:6][c:7]([C:14]([OH:19])=[O:20])[c:8]2[n:9]1[cH:10][cH:11][cH:12][cH:13]2.